From a dataset of the Open Reaction Database (ORD), a public repository of structured organic reaction records. describe an organic reaction: reactants, conditions, products, and yield Reactants: FC(CNC=1C=C(C(=CC1)C#N)C#N)(F)F (4-[(2,2,2-trifluoroethyl)amino]-1,2-benzenedicarbonitrile), BrC(C(=O)OC(C)(C)C)CC (tert-butyl 2-bromobutanoate). Product: C(#N)C=1C=C(C=CC1C#N)N(C(C(=O)OC(C)(C)C)CC)CC(F)(F)F (1,1-Dimethylethyl 2-[(3,4-dicyanophenyl)(2,2,2-trifluoroethyl)amino]butanoate). As a reaction SMILES: [F:1][C:2]([F:16])([F:15])[CH2:3][NH:4][C:5]1[CH:6]=[C:7]([C:13]#[N:14])[C:8]([C:11]#[N:12])=[CH:9][CH:10]=1.Br[CH:18]([CH2:26][CH3:27])[C:19]([O:21][C:22]([CH3:25])([CH3:24])[CH3:23])=[O:20]>>[C:13]([C:7]1[CH:6]=[C:5]([N:4]([CH2:3][C:2]([F:15])([F:16])[F:1])[CH:18]([CH2:26][CH3:27])[C:19]([O:21][C:22]([CH3:25])([CH3:24])[CH3:23])=[O:20])[CH:10]=[CH:9][C:8]=1[C:11]#[N:12])#[N:14]. Procedure: Synthesized in a manner similar to example 1B using 4-[(2,2,2-trifluoroethyl)amino]-1,2-benzenedicarbonitrile and tert-butyl 2-bromobutanoate: MS (ES) m/z 368 (M+1). Reactants: ClC(Cl)(Cl)Cl, CC1CCCCC1=O, O=S(Cl)Cl. Yields the product CC1(Cl)CCCCC1=O. As a reaction SMILES: [C:13]([Cl:14])([Cl:15])([Cl:16])[Cl:17].[CH3:1][CH:2]1[C:3](=[O:8])[CH2:4][CH2:5][CH2:6][CH2:7]1.[S:9]([Cl:10])([Cl:11])=[O:12]>>[CH3:1][C:2]1([Cl:11])[C:3](=[O:8])[CH2:4][CH2:5][CH2:6][CH2:7]1.